This data is from the Open Reaction Database (ORD), a public repository of structured organic reaction records. The task is: describe an organic reaction: reactants, conditions, products, and yield The reactants are OB(O)c1ccccc1 (effective_coupling_partner), CCN(CC)C(=O)Oc1ccc(OC)c2ccccc12 (substrate). The reagents and catalysts are PCy3. Conditions: temperature 130 celsius, time 24 hour. Yields the product COc2ccc(c1ccccc1)c3ccccc23. Reactants: CN1CCN(c2cc([N+](=O)[O-])cc(C(F)(F)F)c2)CC1, CCO, CC(=O)O, [H][H]. Product: CN1CCN(c2cc(N)cc(C(F)(F)F)c2)CC1. As a reaction SMILES: [CH3:1][N:2]1[CH2:3][CH2:4][N:5]([c:8]2[cH:9][c:10]([N+:18]([O-:19])=[O:20])[cH:11][c:12]([C:14]([F:15])([F:16])[F:17])[cH:13]2)[CH2:6][CH2:7]1.[CH3:21][CH2:22][OH:23].[CH3:26][C:27](=[O:28])[OH:29].[H:24][H:25]>>[CH3:1][N:2]1[CH2:3][CH2:4][N:5]([c:8]2[cH:9][c:10]([NH2:18])[cH:11][c:12]([C:14]([F:15])([F:16])[F:17])[cH:13]2)[CH2:6][CH2:7]1. The product is CC=1C(=NC=CC1)C(=O)NC1=CC(=CC=C1)OC=1C=CC=2N(C1)C=C(N2)NC(CC)=O (3-methyl-N-(3-{[2-(propanoylamino)imidazo[1,2-a]pyridin-6-yl]oxy}phenyl)pyridine-2-carboxamide). Conditions: time 22 hour. RXN SMILES: [NH2:1][C:2]1[N:3]=[C:4]2[CH:9]=[CH:8][C:7]([O:10][C:11]3[CH:12]=[C:13]([NH:17][C:18]([C:20]4[C:25]([CH3:26])=[CH:24][CH:23]=[CH:22][N:21]=4)=[O:19])[CH:14]=[CH:15][CH:16]=3)=[CH:6][N:5]2[CH:27]=1.[C:28](Cl)(=[O:31])[CH2:29][CH3:30].CO.C(=O)([O-])[O-].[Na+].[Na+]>CN(C)C(=O)C.O1CCCC1>[CH3:26][C:25]1[C:20]([C:18]([NH:17][C:13]2[CH:14]=[CH:15][CH:16]=[C:11]([O:10][C:7]3[CH:8]=[CH:9][C:4]4[N:5]([CH:27]=[C:2]([NH:1][C:28](=[O:31])[CH2:29][CH3:30])[N:3]=4)[CH:6]=3)[CH:12]=2)=[O:19])=[N:21][CH:22]=[CH:23][CH:24]=1 |f:3.4.5|. Run in CN(C(C)=O)C (N,N-dimethylacetamide), O1CCCC1 (tetrahydrofuran). Procedure: To a solution of N-{3-[(2-aminoimidazo[1,2-a]pyridin-6-yl)oxy]phenyl}-3-methylpyridine-2-carboxamide (129 mg, 0.359 mmol) in N,N-dimethylacetamide (6 mL) was added propionylchloride (34.3 μL, 0.395 mmol), and the mixture was stirred at room temperature for 22 hr. Methanol, tetrahydrofuran and aqueous sodium carbonate solution were added to the reaction mixture, and the mixture was stirred at 60° C. for 22 hr. The reaction mixture was concentrated under reduced pressure, diluted with aqueous sodi... The yield is 41.2%. Starting materials: NC=1N=C2N(C=C(C=C2)OC=2C=C(C=CC2)NC(=O)C2=NC=CC=C2C)C1 (N-{3-[(2-aminoimidazo[1,2-a]pyridin-6-yl)oxy]phenyl}-3-methylpyridine-2-carboxamide), C(CC)(=O)Cl (propionylchloride), CO (Methanol), C([O-])([O-])=O.[Na+].[Na+] (sodium carbonate). Reactants: C(#N)C=1C=CC2=C(C3C(C(O2)(C)C)O3)C1 (6-cyano-3,4-epoxy-3,4-dihydro-2,2-dimethyl-2H-benzopyran), N1C=C(C2=CC=CC=C12)C(=O)OC (indole-3-carboxylic acid, methyl ester), C([O-])([O-])=O.[K+].[K+] (potassium carbonate). The solvent is C(C)(=O)OCC (ethyl acetate), CN(C=O)C (dimethylformamide). Run at temperature 90 celsius. The product is C(#N)C=1C=CC2=C(C(=CC(O2)(C)C)N2C=C(C3=CC=CC=C23)C(=O)OC)C1 (1-(6-cyano-2,2-dimethyl-2H-1-benzopyran-4-yl)-1H-indole-3-carboxylic acid, methyl ester). Yield: 48.4%. As a reaction SMILES: [C:1]([C:3]1[CH:4]=[CH:5][C:6]2[O:11][C:10]([CH3:13])([CH3:12])[CH:9]3O[CH:8]3[C:7]=2[CH:15]=1)#[N:2].[NH:16]1[C:24]2[C:19](=[CH:20][CH:21]=[CH:22][CH:23]=2)[C:18]([C:25]([O:27][CH3:28])=[O:26])=[CH:17]1.C(=O)([O-])[O-].[K+].[K+]>CN(C)C=O.C(OCC)(=O)C>[C:1]([C:3]1[CH:4]=[CH:5][C:6]2[O:11][C:10]([CH3:13])([CH3:12])[CH:9]=[C:8]([N:16]3[C:24]4[C:19](=[CH:20][CH:21]=[CH:22][CH:23]=4)[C:18]([C:25]([O:27][CH3:28])=[O:26])=[CH:17]3)[C:7]=2[CH:15]=1)#[N:2] |f:2.3.4|. Procedure details: To the solution of 6-cyano-3,4-epoxy-3,4-dihydro-2,2-dimethyl-2H-benzopyran (1.15 g, 5.71 mmol) (prepared according to Evans et al., J. Med. Chem., 1983, 26, 1582 and J. Med. Chem., 1986, 29, 2194), and indole-3-carboxylic acid, methyl ester (1.0 g, 5.71 mmol) in dimethylformamide (5.0 mL) under argon was added finely ground potassium carbonate (1.93 g, 14.0 mmol). The reaction mixture was heated at 90° C. for 4 hours and cooled to ambient temperature. It was diluted with ethyl acetate and filte... The reactants are O[C@H](C)[C@@H]1[C@@H]2N(C(=C([C@@H]2C)S\C=C/C2=C(N=CS2)CO)C(=O)[O-])C1=O.[Na+] (sodium (1R,5S,6S)-6-((1R)-1-hydroxyethyl)-2-[[(Z)-2-(4-hydroxymethylthiazol-5-yl)ethen-1-yl]thio]-1-methyl-1-carbapen-2-em-3-carboxylate), C(C(C)C)(=O)OCI (isobutyryloxymethyl iodide). Product: O[C@H](C)[C@@H]1[C@@H]2N(C(=C([C@@H]2C)S\C=C/C2=C(N=CS2)CO)C(=O)OCOC(C(C)C)=O)C1=O (Isobutyryloxymethyl (1R,5S,6S)-6-((1R)-1-hydroxyethyl)-2-[[(Z)-2-(4-hydroxymethylthiazol-5-yl)ethen-1-yl]thio]-1-methyl-1-carbapen-2-em-3-carboxylate). Isolated yield 92.8%. RXN SMILES: [OH:1][C@@H:2]([C@H:4]1[C:24](=[O:25])[N:6]2[C:7]([C:21]([O-:23])=[O:22])=[C:8]([S:11]/[CH:12]=[CH:13]\[C:14]3[S:18][CH:17]=[N:16][C:15]=3[CH2:19][OH:20])[C@H:9]([CH3:10])[C@H:5]12)[CH3:3].[Na+].[C:27]([O:32][CH2:33]I)(=[O:31])[CH:28]([CH3:30])[CH3:29]>>[OH:1][C@@H:2]([C@H:4]1[C:24](=[O:25])[N:6]2[C:7]([C:21]([O:23][CH2:33][O:32][C:27](=[O:31])[CH:28]([CH3:30])[CH3:29])=[O:22])=[C:8]([S:11]/[CH:12]=[CH:13]\[C:14]3[S:18][CH:17]=[N:16][C:15]=3[CH2:19][OH:20])[C@H:9]([CH3:10])[C@H:5]12)[CH3:3] |f:0.1|. Reported procedure: In the same manner as in Example 81, 360 mg of the title compound was prepared from 325 mg of sodium (1R,5S,6S)-6-((1R)-1-hydroxyethyl)-2-[[(Z)-2-(4-hydroxymethylthiazol-5-yl)ethen-1-yl]thio]-1-methyl-1-carbapen-2-em-3-carboxylate and 220 mg of isobutyryloxymethyl iodide. Reactants: Br.N1=C(C=CC=C1)C#CCBr (3-(2-Pyridyl)prop-2-yn-1-yl bromide hydrobromide), Cl (hydrochloric acid), C(C#C)O (2-Propynyl alcohol), BrC1=NC=CC=C1 (2-bromopyridine), cuprous iodide. Conditions: time 30 minute. Yield: 70.0%. RXN SMILES: Br.[N:2]1[CH:7]=[CH:6][CH:5]=[CH:4][C:3]=1[C:8]#[C:9][CH2:10]Br.C([OH:15])C#C.BrC1C=CC=CN=1.Cl>Cl[Pd](Cl)([P](C1C=CC=CC=1)(C1C=CC=CC=1)C1C=CC=CC=1)[P](C1C=CC=CC=1)(C1C=CC=CC=1)C1C=CC=CC=1.O.C(#N)C.C(N(CC)CC)C>[N:2]1[CH:7]=[CH:6][CH:5]=[CH:4][C:3]=1[C:8]#[C:9][CH2:10][OH:15] |f:0.1,^1:26,45|. Solvent: O (water), C(C)#N (acetonitrile), C(C)N(CC)CC (triethylamine). Reported procedure: 3-(2-Pyridyl)prop-2-yn-1-yl bromide hydrobromide used as a starting material was obtained as follows: 2-Propynyl alcohol (35 ml) was added dropwise to a stirred mixture of 2-bromopyridine (13.7 g), bis(triphenylphosphine)palladium chloride (1.54 g), triethylamine (21 ml),cuprous iodide (1.5 g) and acetonitrile (150 ml) and the mixture was stirred at ambient temperature for 30 minutes and then heated to 60° C. for 2 hours. The mixture was cooled to ambient temperature, poured into water (200 ml) ... The reagents and catalysts are Cl[Pd]([P](C1=CC=CC=C1)(C2=CC=CC=C2)C3=CC=CC=C3)([P](C4=CC=CC=C4)(C5=CC=CC=C5)C6=CC=CC=C6)Cl (bis(triphenylphosphine)palladium chloride). Yields the product N1=C(C=CC=C1)C#CCO (3-(2-pyridyl)prop-2-yn-1-yl alcohol).